describe an organic reaction: reactants, conditions, products, and yield From a dataset of the Open Reaction Database (ORD), a public repository of structured organic reaction records. The reactants are CCOC(=O)C(Cc1cc2cc(C#N)ccc2o1)c1ccc(O)cc1, CC(C)(C)OC(=O)N1CCCC1CO, CCOC(=O)N=NC(=O)OCC, C1CCOC1, c1ccc(P(c2ccccc2)c2ccccc2)cc1. Yields the product CCOC(=O)C(Cc1cc2cc(C#N)ccc2o1)c1ccc(OCC2CCCN2C(=O)OC(C)(C)C)cc1. Reaction SMILES: [C:13](#[N:14])[c:15]1[cH:16][cH:17][c:18]2[c:19]([cH:20][c:21]([CH2:23][CH:24]([C:25](=[O:26])[O:27][CH2:28][CH3:29])[c:30]3[cH:31][cH:32][c:33]([OH:36])[cH:34][cH:35]3)[o:22]2)[cH:37]1.[C:38]([CH3:39])([CH3:40])([CH3:41])[O:42][C:43](=[O:44])[N:45]1[CH:46]([CH2:50][OH:51])[CH2:47][CH2:48][CH2:49]1.[O:1]=[C:2]([O:3][CH2:4][CH3:5])[N:6]=[N:7][C:8]([O:9][CH2:10][CH3:11])=[O:12].[O:71]1[CH2:72][CH2:73][CH2:74][CH2:75]1.[c:52]1([P:53]([c:54]2[cH:55][cH:56][cH:57][cH:58][cH:59]2)[c:60]2[cH:61][cH:62][cH:63][cH:64][cH:65]2)[cH:66][cH:67][cH:68][cH:69][cH:70]1>>[C:13](#[N:14])[c:15]1[cH:16][cH:17][c:18]2[c:19]([cH:20][c:21]([CH2:23][CH:24]([C:25](=[O:26])[O:27][CH2:28][CH3:29])[c:30]3[cH:31][cH:32][c:33]([O:36][CH2:50][CH:46]4[N:45]([C:43]([O:42][C:38]([CH3:39])([CH3:40])[CH3:41])=[O:44])[CH2:49][CH2:48][CH2:47]4)[cH:34][cH:35]3)[o:22]2)[cH:37]1. The reactants are C1(=CC=C(C=C1)[C@@]1(C[C@H](N(C1)C([C@H](C(C)(C)C)NC(=O)OC(C)(C)C)=O)C(=O)OC)SC)C1=CC=CC=C1 ((2S,4R)-methyl 4-(biphenyl-4-yl)-1-((S)-2-(tert-butoxycarbonylamino)-3,3-dimethylbutanoyl)-4-(methylthio)pyrrolidine-2-carboxylate), O.[OH-].[Li+] (Lithium hydroxide monohydrate). Solvent: C1CCOC1 (THF), CO (MeOH), O (water). Reaction conditions: time 8 hour. The product is desired product, C1(=CC=C(C=C1)[C@@]1(C[C@H](N(C1)C([C@H](C(C)(C)C)NC(=O)OC(C)(C)C)=O)C(=O)O)SC)C1=CC=CC=C1 ((2S,4R)-4-(biphenyl-4-yl)-1-((S)-2-(tert-butoxycarbonylamino)-3,3-dimethylbutanoyl)-4-(methylthio)pyrrolidine-2-carboxylic acid). The yield is 76.6%. As a reaction SMILES: [C:1]1([C:33]2[CH:38]=[CH:37][CH:36]=[CH:35][CH:34]=2)[CH:6]=[CH:5][C:4]([C@@:7]2([S:31][CH3:32])[CH2:11][N:10]([C:12](=[O:26])[C@@H:13]([NH:18][C:19]([O:21][C:22]([CH3:25])([CH3:24])[CH3:23])=[O:20])[C:14]([CH3:17])([CH3:16])[CH3:15])[C@H:9]([C:27]([O:29]C)=[O:28])[CH2:8]2)=[CH:3][CH:2]=1.O.[OH-].[Li+]>C1COCC1.CO.O>[C:1]1([C:33]2[CH:34]=[CH:35][CH:36]=[CH:37][CH:38]=2)[CH:6]=[CH:5][C:4]([C@@:7]2([S:31][CH3:32])[CH2:11][N:10]([C:12](=[O:26])[C@@H:13]([NH:18][C:19]([O:21][C:22]([CH3:25])([CH3:24])[CH3:23])=[O:20])[C:14]([CH3:15])([CH3:16])[CH3:17])[C@H:9]([C:27]([OH:29])=[O:28])[CH2:8]2)=[CH:3][CH:2]=1 |f:1.2.3|. Reported procedure: To a solution of (2S,4R)-methyl 4-(biphenyl-4-yl)-1-((S)-2-(tert-butoxycarbonylamino)-3,3-dimethylbutanoyl)-4-(methylthio)pyrrolidine-2-carboxylate (164 mg, 0.303 mmol) in THF (2 mL) and MeOH (2.000 mL) was added pre-made solution of Lithium hydroxide monohydrate (25.5 mg, 0.607 mmol) in water (2 mL). The resulting cloudy solution was stirred at room temperature overnight. Quenched with 5% citric acid, extracted with EtOAc. The organic layer was washed with brine, dried over MgSO4, filtered, eva... Starting materials: C1(C=2C(C(N1)=O)=CC=CC2)=O (phthalimide), C1(=CC=CC=C1)P(C1=CC=CC=C1)C1=CC=CC=C1 (triphenylphosphine), CCOC(=O)/N=N/C(=O)OCC.C1(=CC=CC=C1)C (DEAD toluene), OCCC1=CC(=NC=C1)C#N (4-(2-hydroxyethyl)pyridine-2-carbonitrile), O.NN (hydrazine monohydrate), C(C)(=O)OCC.Cl (hydrogen chloride-ethyl acetate). Solvent: C1CCOC1 (THF), C(C)O (Ethanol). Conditions: time 1 hour. The product is Cl.Cl.NCCC1=CC(=NC=C1)C#N (4-(2-aminoethyl)pyridine-2-carbonitrile dihydrochloride). Yield: 54.5%. Reaction SMILES: O[CH2:2][CH2:3][C:4]1[CH:9]=[CH:8][N:7]=[C:6]([C:10]#[N:11])[CH:5]=1.C1(=O)[NH:16]C(=O)C2=CC=CC=C12.C1(P(C2C=CC=CC=2)C2C=CC=CC=2)C=CC=CC=1.CCOC(/N=N/C(OCC)=O)=O.C1(C)C=CC=CC=1.O.NN.C(OCC)(=O)C.[ClH:70]>C1COCC1.C(O)C>[ClH:70].[ClH:70].[NH2:16][CH2:2][CH2:3][C:4]1[CH:9]=[CH:8][N:7]=[C:6]([C:10]#[N:11])[CH:5]=1 |f:3.4,5.6,7.8,11.12.13|. Reported procedure: 4-(2-Hydroxyethyl)pyridine-2-carbonitrile (2.53 g, 17.1 mmol) obtained in Step 4 was dissolved in THF (40.0 mL), then phthalimide (3.02 g, 20.5 mmol), triphenylphosphine (5.38 g, 20.5 mmol), and a DEAD-toluene solution (40.0%, 8.93 g, 20.5 mmol) were added thereto, followed by stirring at room temperature for 1 hour. After completion of the reaction was confirmed by thin-layer chromatography, the reaction mixture was concentrated under reduced pressure. Diethyl ether was added to the residue, an... Starting materials: C(C)C1=C(N=C(S1)C1=CC=C(C=C1)S(N)(=O)=O)C(=O)O (ethyl 2-(4-sulfamoyl-phenyl)-1,3-thiazole-4-carboxylic acid), 4A, TEA, C(=O)(C(F)(F)F)O (TFA), P(=O)(OC1=CC=CC=C1)(OC1=CC=CC=C1)N=[N+]=[N-] ((PhO)2PON3), N1(CCCCC1)CC1=CC=CC(=N1)N (6-(piperidylmethyl)-2-pyridylamine). Reaction conditions: time 5 minute. Yields the product N1(CCCCC1)CC1=CC=CC(=N1)NC(NC=1N=C(SC1)C1=CC=C(C=C1)S(=O)(=O)N)=O (4-{4-[3-(6-Piperidin-1-ylmethyl-pyridin-2-yl)-ureido]-thiazol-2-yl)-benzenesulfonamide). Reaction SMILES: C([C:3]1[S:7][C:6]([C:8]2[CH:13]=[CH:12][C:11]([S:14](=[O:17])(=[O:16])[NH2:15])=[CH:10][CH:9]=2)=[N:5][C:4]=1C(O)=O)C.P([N:37]=[N+]=[N-])(OC1C=CC=CC=1)(OC1C=CC=CC=1)=O.[N:40]1([CH2:46][C:47]2[N:52]=[C:51]([NH2:53])[CH:50]=[CH:49][CH:48]=2)[CH2:45][CH2:44][CH2:43][CH2:42][CH2:41]1.[C:54]([OH:60])(C(F)(F)F)=O>>[N:40]1([CH2:46][C:47]2[N:52]=[C:51]([NH:53][C:54](=[O:60])[NH:37][C:4]3[N:5]=[C:6]([C:8]4[CH:9]=[CH:10][C:11]([S:14]([NH2:15])(=[O:16])=[O:17])=[CH:12][CH:13]=4)[S:7][CH:3]=3)[CH:50]=[CH:49][CH:48]=2)[CH2:41][CH2:42][CH2:43][CH2:44][CH2:45]1. Procedure: To a stirred solution of ethyl 2-(4-sulfamoyl-phenyl)-1,3-thiazole-4-carboxylic acid (90 mg, 0.32 mmol) in dry TFA (3 mL) and 4A molecular sieves at RT and under N2 was added TEA (0.1 mL). After 5 min, (PhO)2PON3 (0.11 mL) and 6-(piperidylmethyl)-2-pyridylamine (0.10 g, 0.51 mmol) were added and the reaction mixture was heated to reflux for 4 h and then cooled to RT. The mixture was washed with 10% HCl (aq) and extracted with EtOAc (3×10 mL). The aqueous layer was brought to a pH 8.0 and extract... The reactants are BrC1=CC=C(O1)C(=O)OC (methyl 5-bromo-2-furancarboxylate), N1=CC=C(C=C1)OB(O)O (4-pyridyl boric acid), tetrakistriphenyl-phosphine palladium(0), C([O-])([O-])=O.[Na+].[Na+] (sodium carbonate). Run in C(OC)COC (dimethoxyethane), C(C)(=O)OCC (ethyl acetate). Yields the product N1=CC=C(C=C1)C1=CC=C(O1)C(=O)OC (methyl 5-(4-pyridyl)-2-furancarboxylate). The yield is 17.2%. As a reaction SMILES: Br[C:2]1[O:6][C:5]([C:7]([O:9][CH3:10])=[O:8])=[CH:4][CH:3]=1.[N:11]1[CH:16]=[CH:15][C:14](OB(O)O)=[CH:13][CH:12]=1.C(=O)([O-])[O-].[Na+].[Na+]>C(COC)OC.C(OCC)(=O)C>[N:11]1[CH:16]=[CH:15][C:14]([C:2]2[O:6][C:5]([C:7]([O:9][CH3:10])=[O:8])=[CH:4][CH:3]=2)=[CH:13][CH:12]=1 |f:2.3.4|. Procedure details: To a solution of methyl 5-bromo-2-furancarboxylate (820 mg), 4-pyridyl boric acid (500 mg), tetrakistriphenyl-phosphine palladium(0) (250 mg) in dimethoxyethane (15 ml) was added 2 M sodium carbonate solution (4 ml) and the solution was heated for 15 hours under reflux. The reaction solution was diluted with ethyl acetate, and the organic layer was separated, washed with water, extracted with 1 N hydrochloric acid. The extract was made alkaline with sodium hydroxide solution, extracted with ethy... Reactants: ClC=1C=C(C(=C(C(=O)C=2C(=C(C(=O)OCC=3CS[C@H]4N(C3C(=O)OC(C)(C)C)C(C4NC(COC4=CC=CC=C4)=O)=O)C=CC2)O)C1)O)C(C1=C(C=CC=C1)O)=O (tert-Butyl 3-{3-[5-Chloro-2-hydroxy-3-(2-hydroxybenzoyl)benzoyl]-2-hydroxybenzoyloxymethyl}-7-phenoxyacetamido-3-cephem-4-carboxylate), ester, amide, ClC=1C=C(C(=C(CC=2C(=C(C(=O)OCC=3CS[C@H]4N(C3C(=O)O)C(C4NC(COC4=CC=CC=C4)=O)=O)C=CC2)O)C1)O)CC1=C(C=CC=C1)O (3-{3-[5-Chloro-2-hydroxy-3-(2-hydroxybenzyl)benzyl]-2-hydroxy-benzoyloxymethyl}-7-phenoxyacetamido-3-cephem-4-carboxylic Acid), β-lactam. Yields the product ClC=1C=C(C(=C(C(=O)C=2C(=C(C(=O)OCC=3CS[C@H]4N(C3C(=O)O)C(C4NC(COC4=CC=CC=C4)=O)=O)C=CC2)O)C1)O)C(C1=C(C=CC=C1)O)=O (3-{3-[5-Chloro-2-hydroxy-3-(2-hydroxybenzoyl)benzoyl]-2-hydroxy-benzoyloxymethyl}-7-phenoxyacetamido-3-cephem-4-carboxylic Acid). Yield: 94.2%. RXN SMILES: [Cl:1][C:2]1[CH:3]=[C:4]([C:49](=[O:57])[C:50]2[CH:55]=[CH:54][CH:53]=[CH:52][C:51]=2[OH:56])[C:5]([OH:48])=[C:6]([CH:47]=1)[C:7]([C:9]1[C:10]([OH:46])=[C:11]([CH:43]=[CH:44][CH:45]=1)[C:12]([O:14][CH2:15][C:16]1[CH2:17][S:18][C@@H:19]2[CH:30]([NH:31][C:32](=[O:41])[CH2:33][O:34][C:35]3[CH:40]=[CH:39][CH:38]=[CH:37][CH:36]=3)[C:29](=[O:42])[N:20]2[C:21]=1[C:22]([O:24]C(C)(C)C)=[O:23])=[O:13])=[O:8].ClC1C=C(CC2C=CC=CC=2O)C(O)=C(C=1)CC1C(O)=C(C=CC=1)C(OCC1CS[C@@H]2C(NC(=O)COC3C=CC=CC=3)C(=O)N2C=1C(O)=O)=O>>[Cl:1][C:2]1[CH:3]=[C:4]([C:49](=[O:57])[C:50]2[CH:55]=[CH:54][CH:53]=[CH:52][C:51]=2[OH:56])[C:5]([OH:48])=[C:6]([CH:47]=1)[C:7]([C:9]1[C:10]([OH:46])=[C:11]([CH:43]=[CH:44][CH:45]=1)[C:12]([O:14][CH2:15][C:16]1[CH2:17][S:18][C@@H:19]2[CH:30]([NH:31][C:32](=[O:41])[CH2:33][O:34][C:35]3[CH:40]=[CH:39][CH:38]=[CH:37][CH:36]=3)[C:29](=[O:42])[N:20]2[C:21]=1[C:22]([OH:24])=[O:23])=[O:13])=[O:8]. Procedure details: Compound 20 (3.21 g, 4.23 mmol) was prepared from 18 (3.66 g, 4.49 mmol) in 94% yield by the method used for the preparation of 19. For 20: mp 180-182° C.; 1H NMR (DMSO-d6/D2O) d 3.69, 3.81 (AB, Jgem=19 Hz,2 H, CH2S), 4.61 (s, 2 H, OCH2CO), 4.93, 5.20 (AB, Jgem=14 Hz, 2 H, CH2O), 5.20 (d, J=5.0 Hz, 1 H, HC(6)), 5.77 (d, J=5.0 Hz, 1 H, HC(7)), 6.96-7.53 (m, 14 H, 4×ArH); IR (nujol): 3270-3400 (OH, NH, CO2H)), 1788 (β-lactam), 1725 (ester), 1680 (amide), 1620-1635 (C═O) cm−1. Anal. (C37H27N2O12SCl... The reactants are COC=1C=C2C=CC(=CC2=CC1)S(=O)(=O)N[C@@H](CCCNC(N)=N)C(=O)N1C(CCCC1)C(=O)OCC (ethyl 1-[N2 -(6-methoxy-2-naphthylsulfonyl)-L-arginyl]-2-piperidinecarboxylate), [OH-].[Na+] (NaOH). Run in CO (methanol). Conditions: time 10 hour. Product: COC=1C=C2C=CC(=CC2=CC1)S(=O)(=O)N[C@@H](CCCNC(N)=N)C(=O)N1C(CCCC1)C(=O)O (1-[N2 -(6-methoxy-2-naphthylsulfonyl)-L-arginyl]-2-piperidinecarboxylic acid). The yield is 75.4%. RXN SMILES: [CH3:1][O:2][C:3]1[CH:4]=[C:5]2[C:10](=[CH:11][CH:12]=1)[CH:9]=[C:8]([S:13]([NH:16][C@H:17]([C:25]([N:27]1[CH2:32][CH2:31][CH2:30][CH2:29][CH:28]1[C:33]([O:35]CC)=[O:34])=[O:26])[CH2:18][CH2:19][CH2:20][NH:21][C:22](=[NH:24])[NH2:23])(=[O:15])=[O:14])[CH:7]=[CH:6]2.[OH-].[Na+]>CO>[CH3:1][O:2][C:3]1[CH:4]=[C:5]2[C:10](=[CH:11][CH:12]=1)[CH:9]=[C:8]([S:13]([NH:16][C@H:17]([C:25]([N:27]1[CH2:32][CH2:31][CH2:30][CH2:29][CH:28]1[C:33]([OH:35])=[O:34])=[O:26])[CH2:18][CH2:19][CH2:20][NH:21][C:22](=[NH:23])[NH2:24])(=[O:14])=[O:15])[CH:7]=[CH:6]2 |f:1.2|. Procedure: A solution of 2.8 g of ethyl 1-[N2 -(6-methoxy-2-naphthylsulfonyl)-L-arginyl]-2-piperidinecarboxylate in 15 ml of methanol and 10 ml of 2N-NaOH solution was warmed to 60° C and held at that temperature for 10 hours. At the end of this period, the reaction mixture was concentrated and chromatographed on 200 ml of Daiaion ® SK 102 ion exchange resin (200-300 mesh, H+ form, manufactured by Mitsubishi Chemical Industries Limited) packed in water, washed with ethanol-water (1:4) and eluted with ethan...